The task is: describe an organic reaction: reactants, conditions, products, and yield. This data is from the Open Reaction Database (ORD), a public repository of structured organic reaction records. Starting materials: ClC1=CC=C(C=C1)C=CCNCC1=CC(=C(C=C1)F)F ([3-(4-chloro-phenyl)-allyl]-(3,4-difluoro-benzyl)-amine), ClC1=C(C=CC(=C1)Cl)C=CC=CC(=O)Cl (5-(2,4-dichloro-phenyl)-penta-2,4-dienoyl chloride). Product: ClC1=CC=C(C=C1)C=CCN(C(C=CC=CC1=C(C=C(C=C1)Cl)Cl)=O)CC1=CC(=C(C=C1)F)F (5-(2,4-dichloro-phenyl)-penta-2,4-dienoic acid [3-(4-chloro-phenyl)-allyl]-(3,4-difluoro-benzyl)-amide). Reaction SMILES: [Cl:1][C:2]1[CH:7]=[CH:6][C:5]([CH:8]=[CH:9][CH2:10][NH:11][CH2:12][C:13]2[CH:18]=[CH:17][C:16]([F:19])=[C:15]([F:20])[CH:14]=2)=[CH:4][CH:3]=1.[Cl:21][C:22]1[CH:27]=[C:26]([Cl:28])[CH:25]=[CH:24][C:23]=1[CH:29]=[CH:30][CH:31]=[CH:32][C:33](Cl)=[O:34]>>[Cl:1][C:2]1[CH:3]=[CH:4][C:5]([CH:8]=[CH:9][CH2:10][N:11]([CH2:12][C:13]2[CH:18]=[CH:17][C:16]([F:19])=[C:15]([F:20])[CH:14]=2)[C:33](=[O:34])[CH:32]=[CH:31][CH:30]=[CH:29][C:23]2[CH:24]=[CH:25][C:26]([Cl:28])=[CH:27][C:22]=2[Cl:21])=[CH:6][CH:7]=1. Procedure details: The cis-diaryl compounds were prepared as shown above. To a solution of 4-chlorocinnamaldehyde (1.45 g, 8.70 mmol) in 100 mL of dichloroethane was added 3,4-difluorobenzylamine followed by sodium triacetoxyborohydride (3.7 g, 17.5 mmol, 2 eq.). The mixture was stirred overnight at room temperature, washed with aq. NaHCO3, brine, dried over MgSO4, filtered, concentrated and chromatographed with 40% ethyl acetate-hexanes to provide 0.84 g of [3-(4-chloro-phenyl)-allyl]-(3,4-difluoro-benzyl)-amine.... Reagents/catalysts: [Pd] (palladium/carbon). Yields the product COC1=C(C2=C(C(CO2)=O)C=C1)CCCCC1CCN(CC1)C(=O)OC(C)(C)C (tert-butyl 4-[4-(6-methoxy-3-oxo-2,3-dihydrobenzofuran-7-yl)butyl]piperidine-1-carboxylate). Reported procedure: A solution of tert-butyl 4-[4-(6-methoxy-3-oxo-2,3-dihydrobenzofuran-7-yl)but-3-ynyl]piperidine-1-carboxylate (0.0302 g, 0.0756 mmol) synthesized in Example B61, Step 3 in ethanol (5 mL) was added with 5% palladium/carbon (wetted with 50% water, 0.100 g), and the mixture was stirred at room temperature for 20 hours under a hydrogen atmosphere. The reaction mixture was filtered through Celite, the filtrate was concentrated, and the resulting residue was purified by silica gel column chromatograph... The reactants are COC1=C(C2=C(C(CO2)=O)C=C1)C#CCCC1CCN(CC1)C(=O)OC(C)(C)C (tert-butyl 4-[4-(6-methoxy-3-oxo-2,3-dihydrobenzofuran-7-yl)but-3-ynyl]piperidine-1-carboxylate). Yield: 95.4%. Conditions: time 20 hour. RXN SMILES: [CH3:1][O:2][C:3]1[CH:12]=[CH:11][C:6]2[C:7](=[O:10])[CH2:8][O:9][C:5]=2[C:4]=1[C:13]#[C:14][CH2:15][CH2:16][CH:17]1[CH2:22][CH2:21][N:20]([C:23]([O:25][C:26]([CH3:29])([CH3:28])[CH3:27])=[O:24])[CH2:19][CH2:18]1>C(O)C.[Pd]>[CH3:1][O:2][C:3]1[CH:12]=[CH:11][C:6]2[C:7](=[O:10])[CH2:8][O:9][C:5]=2[C:4]=1[CH2:13][CH2:14][CH2:15][CH2:16][CH:17]1[CH2:18][CH2:19][N:20]([C:23]([O:25][C:26]([CH3:29])([CH3:28])[CH3:27])=[O:24])[CH2:21][CH2:22]1. Solvent: C(C)O (ethanol). RXN SMILES: [CH2:1]([CH:2]=[CH2:3])[C:4]1([CH3:38])[C:5](=[O:37])[N:6]([c:31]2[cH:32][n:33][cH:34][cH:35][cH:36]2)[c:7]2[c:8]([cH:27][cH:28][cH:29][cH:30]2)[N:9]([CH2:12][C:13](=[O:14])[N:15]([c:16]2[cH:17][cH:18][c:19]([O:22][CH3:23])[cH:20][cH:21]2)[CH:24]([CH3:25])[CH3:26])[C:10]1=[O:11].[CH3:52][CH2:53][O:54][C:55]([CH3:56])=[O:57].[I+3:39]([O-:40])([O-:41])([O-:42])[O-:43].[Na+:44].[O:45]1[CH2:46][CH2:47][O:48][CH2:49][CH2:50]1.[OH2:51]>>[CH2:1]([CH:2]=[O:40])[C:4]1([CH3:38])[C:5](=[O:37])[N:6]([c:31]2[cH:32][n:33][cH:34][cH:35][cH:36]2)[c:7]2[c:8]([cH:27][cH:28][cH:29][cH:30]2)[N:9]([CH2:12][C:13](=[O:14])[N:15]([c:16]2[cH:17][cH:18][c:19]([O:22][CH3:23])[cH:20][cH:21]2)[CH:24]([CH3:25])[CH3:26])[C:10]1=[O:11]. Reactants: C=CCC1(C)C(=O)N(CC(=O)N(c2ccc(OC)cc2)C(C)C)c2ccccc2N(c2cccnc2)C1=O, CCOC(C)=O, [O-][I+3]([O-])([O-])[O-], [Na+], C1COCCO1, O. Product: COc1ccc(N(C(=O)CN2C(=O)C(C)(CC=O)C(=O)N(c3cccnc3)c3ccccc32)C(C)C)cc1. The reactants are N(=NC(=O)OCC)C(=O)OCC (diethyl azodicarboxylate), FC1=CC(=C(C(=O)OC)C=C1)O (methyl 4-fluoro-2-hydroxybenzoate), C1(=CC=CC=C1)P(C1=CC=CC=C1)C1=CC=CC=C1 (triphenylphosphine), C(C)(C)(C)OC(=O)N1CCC(CC1)O (1-tert-butoxycarbonyl-4-hydroxypiperidine). Solvent: C1=CC=CC=C1 (benzene), C(Cl)Cl (CH2Cl2). Run at temperature 0 celsius. Product: C(C)(C)(C)OC(=O)N1CCC(CC1)OC1=C(C(=O)OC)C=CC(=C1)F (Methyl 2-(1-tert-Butoxycarbonylpiperidin-4-yloxy)-4-fluorobenzoate). Isolated yield 60.8%. As a reaction SMILES: [F:1][C:2]1[CH:11]=[CH:10][C:5]([C:6]([O:8][CH3:9])=[O:7])=[C:4]([OH:12])[CH:3]=1.C1(P(C2C=CC=CC=2)C2C=CC=CC=2)C=CC=CC=1.[C:32]([O:36][C:37]([N:39]1[CH2:44][CH2:43][CH:42](O)[CH2:41][CH2:40]1)=[O:38])([CH3:35])([CH3:34])[CH3:33].N(C(OCC)=O)=NC(OCC)=O>C(Cl)Cl.C1C=CC=CC=1>[C:32]([O:36][C:37]([N:39]1[CH2:44][CH2:43][CH:42]([O:12][C:4]2[CH:3]=[C:2]([F:1])[CH:11]=[CH:10][C:5]=2[C:6]([O:8][CH3:9])=[O:7])[CH2:41][CH2:40]1)=[O:38])([CH3:35])([CH3:33])[CH3:34]. Procedure: A mixture of methyl 4-fluoro-2-hydroxybenzoate (5.1 g, 30 mmol), triphenylphosphine (9.5 g, 36 mmol), 1-tert-butoxycarbonyl-4-hydroxypiperidine (6 g, 30 mmol), and benzene (10 mL) was heated until all solids dissolved. The solution was cooled to 0° C., then sonicated while adding diethyl azodicarboxylate (6.3 g, 36 mmol) dropwise. After the addition was complete, the reaction mixture was sonicated for an additional 60 min, diluted with CH2Cl2 (25 mL), and purified by flash chromatography, elutin... Starting materials: O=C1CCC(CC1)C(=O)OC (methyl 4-oxocyclohexanecarboxylate), N1CCOCC1 (morpholine). The reagents and catalysts are C1(=CC=C(C=C1)S(=O)(=O)O)C (p-toluenesulfonic acid). The solvent is C1=CC=CC=C1 (benzene). Product: O1CCN(CC1)C1=CCC(CC1)C(=O)OC (methyl 4-morpholinocyclohex-3-enecarboxylate). Yield: 88.9%. Reaction SMILES: O=[C:2]1[CH2:7][CH2:6][CH:5]([C:8]([O:10][CH3:11])=[O:9])[CH2:4][CH2:3]1.[NH:12]1[CH2:17][CH2:16][O:15][CH2:14][CH2:13]1>C1C=CC=CC=1.C1(C)C=CC(S(O)(=O)=O)=CC=1>[O:15]1[CH2:16][CH2:17][N:12]([C:2]2[CH2:7][CH2:6][CH:5]([C:8]([O:10][CH3:11])=[O:9])[CH2:4][CH:3]=2)[CH2:13][CH2:14]1. Reported procedure: In a round-bottom flask equipped with a Dean-Starke trap, 15.6 g of methyl 4-oxocyclohexanecarboxylate, 0.1 mol), morpholine (9.63 mL, 0.11 mol) and p-toluenesulfonic acid (5 mg) in benzene (42.3 mL) was heated up to reflux. Water was removed and the reaction was continued at reflux for 8 hours. The reaction mixture was then cooled to room temperature and concentrated in vacuo to give crude product as a yellow oil (20 g), which was used for next step without further purification. Reactants: CN, CCO, CCOC(=O)CCc1nccn1CCCCc1ccc(OCc2coc(C=Cc3ccc(C(F)(F)F)cc3)n2)cc1. Yields the product CNC(=O)CCc1nccn1CCCCc1ccc(OCc2coc(C=Cc3ccc(C(F)(F)F)cc3)n2)cc1. As a reaction SMILES: [CH3:42][NH2:43].[CH3:44][CH2:45][OH:46].[F:1][C:2]([c:3]1[cH:4][cH:5][c:6]([CH:9]=[CH:10][c:11]2[o:12][cH:13][c:14]([CH2:16][O:17][c:18]3[cH:19][cH:20][c:21]([CH2:24][CH2:25][CH2:26][CH2:27][n:28]4[c:29]([CH2:33][CH2:34][C:35](=[O:36])[O:37][CH2:38][CH3:39])[n:30][cH:31][cH:32]4)[cH:22][cH:23]3)[n:15]2)[cH:7][cH:8]1)([F:40])[F:41]>>[F:1][C:2]([c:3]1[cH:4][cH:5][c:6]([CH:9]=[CH:10][c:11]2[o:12][cH:13][c:14]([CH2:16][O:17][c:18]3[cH:19][cH:20][c:21]([CH2:24][CH2:25][CH2:26][CH2:27][n:28]4[c:29]([CH2:33][CH2:34][C:35](=[O:36])[NH:43][CH3:42])[n:30][cH:31][cH:32]4)[cH:22][cH:23]3)[n:15]2)[cH:7][cH:8]1)([F:40])[F:41]. Starting materials: CC[Si](CC)(CC)OC(C)(C)C#CCBr, CC(O)C1=CCC2C3=CC=C4CC(O[Si](C)(C)C(C)(C)C)CC(O[Si](C)(C)C(C)(C)C)C4(C)C3CCC12C, [H-], [Na+], C1CCOC1, O. Yields the product CC[Si](CC)(CC)OC(C)(C)C#CCOC(C)C1=CCC2C3=CC=C4CC(O[Si](C)(C)C(C)(C)C)CC(O[Si](C)(C)C(C)(C)C)C4(C)C3CCC12C. As a reaction SMILES: [Br:41][CH2:42][C:43]#[C:44][C:45]([CH3:46])([O:47][Si:48]([CH2:49][CH3:50])([CH2:51][CH3:52])[CH2:53][CH3:54])[CH3:55].[C:1]([CH3:2])([CH3:3])([CH3:4])[Si:5]([O:6][CH:7]1[CH2:8][CH:9]([O:29][Si:30]([CH3:31])([CH3:32])[C:33]([CH3:34])([CH3:35])[CH3:36])[CH2:10][C:11]2=[CH:12][CH:13]=[C:14]3[CH:15]4[CH2:16][CH:17]=[C:18]([CH:19]([CH3:20])[OH:21])[C:22]4([CH3:28])[CH2:23][CH2:24][CH:25]3[C:26]12[CH3:27])([CH3:37])[CH3:38].[H-:39].[Na+:40].[O:57]1[CH2:58][CH2:59][CH2:60][CH2:61]1.[OH2:56]>>[C:1]([CH3:2])([CH3:3])([CH3:4])[Si:5]([O:6][CH:7]1[CH2:8][CH:9]([O:29][Si:30]([CH3:31])([CH3:32])[C:33]([CH3:34])([CH3:35])[CH3:36])[CH2:10][C:11]2=[CH:12][CH:13]=[C:14]3[CH:15]4[CH2:16][CH:17]=[C:18]([CH:19]([CH3:20])[O:21][CH2:42][C:43]#[C:44][C:45]([CH3:46])([O:47][Si:48]([CH2:49][CH3:50])([CH2:51][CH3:52])[CH2:53][CH3:54])[CH3:55])[C:22]4([CH3:28])[CH2:23][CH2:24][CH:25]3[C:26]12[CH3:27])([CH3:37])[CH3:38]. Reactants: polyester, C(CCCCC(=O)O)(=O)O (adipic acid), OCC(C)(CO)C (neopentyl glycol), OH, C(C=C)(=O)OCCO (hydroxyethyl acrylate), COC1=CC=C(O)C=C1 (hydroquinone monomethyl ether), C(C)(C)(C)C1=C(C(=CC(=C1)C)C(C)(C)C)O (2,6-di-tert-butyl-4-methylphenol), C(C)(=O)[O-].[Cs+] (cesium acetate), [N-]=C=O (isocyanate), NCO, O=C=NC1CC(CN=C=O)(CC(C1)(C)C)C (isophorone diisocyanate). The solvent is C(C)O (ethanol). Run at temperature 50 celsius. Product: C(C=C)(=O)O.NC(=O)OCC (Urethane Acrylate). As a reaction SMILES: [C:1]([OH:10])(=[O:9])CC[CH2:4][CH2:5][C:6]([OH:8])=[O:7].OC[C:13]([CH3:17])(CO)C.C(OCCO)(=O)C=C.COC1C=CC(O)=CC=1.C(C1C=C(C)C=C(C(C)(C)C)C=1O)(C)(C)C.C([O-])(=O)C.[Cs+].O=C=[N:58]C1CC(C)(C)CC(C)(CN=C=O)C1.[N-]=C=O>C(O)C>[C:6]([OH:8])(=[O:7])[CH:5]=[CH2:4].[NH2:58][C:1]([O:10][CH2:13][CH3:17])=[O:9] |f:5.6,10.11|. Procedure: 672.0 g of a polyester of adipic acid and neopentyl glycol with an OH number of about 200, 140.0 g of hydroxyethyl acrylate, 0.6 g of hydroquinone monomethyl ether, 1.21 g of 2,6-di-tert-butyl-4-methylphenol, 0.12 g of cesium acetate were initially introduced into a round-bottomed flask and heated to 50° C. 400.0 g of isophorone diisocyanate were then added dropwise over the course of 30 minutes. The mixture was left to react for a further 7 hours at 90-95° C., during which the NCO content dropp... Reactants: COC(=O)N=C(NC(=O)OC)SC, C[O-], CNC(CN)c1cccc(C)c1C, CC(C)O, ClC(Cl)Cl, [Na+], O. Product: COC(=O)NC1=NCC(c2cccc(C)c2C)N1C. As a reaction SMILES: [CH3:21][O:22][C:23](=[O:24])[NH:25][C:26](=[N:27][C:28]([O:29][CH3:30])=[O:31])[S:32][CH3:33].[CH3:5][O-:6].[CH3:8][NH:9][CH:10]([CH2:11][NH2:12])[c:13]1[c:14]([CH3:20])[c:15]([CH3:19])[cH:16][cH:17][cH:18]1.[CH:1]([OH:2])([CH3:3])[CH3:4].[CH:34]([Cl:35])([Cl:36])[Cl:37].[Na+:7].[OH2:38]>>[CH3:8][N:9]1[CH:10]([c:13]2[c:14]([CH3:20])[c:15]([CH3:19])[cH:16][cH:17][cH:18]2)[CH2:11][N:12]=[C:26]1[NH:25][C:23]([O:22][CH3:21])=[O:24]. The reactants are 3-[3-(hydromethyl)-1,2-benzisothiazol-5-yl]-1-methyl-6-(trifluoromethyl)-2,4(1H,3H)-pyrimidinedione, CN1C(N(C(C=C1C(F)(F)F)=O)C=1C=CC2=C(C(=NS2)C=O)C1)=O (5-[3,6-dihydro-3-methyl-2,6-dioxo-4-(trifluoromethyl)-1(2H)-pyrimidinyl]-1,2-benzisothiazole-3-carboxaldehyde), [Cr](=O)(=O)([O-])O[Cr](=O)(=O)[O-].[K+].[K+] (potassium dichromate). Solvent: C(C)(=O)O (acetic acid), S(O)(O)(=O)=O (sulfuric acid), O (water). Reaction conditions: time 2 hour. Yields the product CN1C(N(C(C=C1C(F)(F)F)=O)C=1C=CC2=C(C(=NS2)C(=O)O)C1)=O (5-[3,6-Dihydro-3-methyl-2,6-dioxo-4-(trifluoromethyl)-1(2H )-pyrimidinyl]-1,2-benzisothiazole-3-carboxylic acid). Isolated yield 67.8%. Reaction SMILES: [Cr](O[Cr]([O-])(=O)=O)([O-])(=O)=[O:2].[K+].[K+].[CH3:12][N:13]1[C:18]([C:19]([F:22])([F:21])[F:20])=[CH:17][C:16](=[O:23])[N:15]([C:24]2[CH:25]=[CH:26][C:27]3[S:31][N:30]=[C:29]([CH:32]=[O:33])[C:28]=3[CH:34]=2)[C:14]1=[O:35]>S(=O)(=O)(O)O.C(O)(=O)C.O>[CH3:12][N:13]1[C:18]([C:19]([F:20])([F:21])[F:22])=[CH:17][C:16](=[O:23])[N:15]([C:24]2[CH:25]=[CH:26][C:27]3[S:31][N:30]=[C:29]([C:32]([OH:2])=[O:33])[C:28]=3[CH:34]=2)[C:14]1=[O:35] |f:0.1.2|. Reported procedure: A solution of potassium dichromate (10.0 g) in 1.5 M sulfuric acid (200 mL) is cooled to 0° C., treated dropwise with a solution of a 2:3 mixture of 3-[3-(hydromethyl)-1,2-benzisothiazol-5-yl]-1-methyl-6-(trifluoromethyl)-2,4(1H,3H)-pyrimidinedione and 5-[3,6-dihydro-3-methyl-2,6-dioxo-4-(trifluoromethyl)-1(2H)-pyrimidinyl]-1,2-benzisothiazole-3-carboxaldehyde (12.0 g) in acetic acid, stirred at room temperature for 2 hours, and diluted with water. The resultant aqueous mixture is extracted with...